This data is from the Open Reaction Database (ORD), a public repository of structured organic reaction records. The task is: describe an organic reaction: reactants, conditions, products, and yield Starting materials: CCOC(=O)CCN1CCC(CNC(=O)OC(C)(C)C)CC1, ClCCl, O=C(O)C(F)(F)F. Product: CCOC(=O)CCN1CCC(CN)CC1. As a reaction SMILES: [C:1]([O:2][C:3](=[O:4])[NH:8][CH2:9][CH:10]1[CH2:11][CH2:12][N:13]([CH2:16][CH2:17][C:18](=[O:19])[O:20][CH2:21][CH3:22])[CH2:14][CH2:15]1)([CH3:5])([CH3:6])[CH3:7].[Cl:30][CH2:31][Cl:32].[OH:23][C:24]([C:25]([F:26])([F:27])[F:28])=[O:29]>>[NH2:8][CH2:9][CH:10]1[CH2:11][CH2:12][N:13]([CH2:16][CH2:17][C:18](=[O:19])[O:20][CH2:21][CH3:22])[CH2:14][CH2:15]1. Run in C(Cl)Cl (methylene chloride). Reported procedure: A solution of (2R,3S,5R,6R) 2-(N-acetyl)carbamoyloxymethyl-2-methyl-6-phenoxyacetamidopenam-3-carboxylic acid p-nitrobenzyl ester (1.17 g, 2.0 mmol) in methylene chloride (10 ml) at -40° was charged with dimethylaniline (1.03 ml, 8.0 mmol) and phoshorous pentachloride (0.92 g, 4.4 mmol). The solution was stirred at -35° to -40° for 30 minutes and cold (~-35°) methanol (4.1 ml, 100 mmol) was added dropwise. The pale green solution was stirred at -35° to -40° for 2 hours and then quenched into ice... As a reaction SMILES: [N+:1]([C:4]1[CH:41]=[CH:40][C:7]([CH2:8][O:9][C:10]([C@@H:12]2[N:16]3[C:17](=[O:30])[C@@H:18]([NH:19]C(=O)COC4C=CC=CC=4)[C@H:15]3[S:14][C@:13]2([CH2:32][O:33][C:34](=[O:39])[NH:35]C(=O)C)[CH3:31])=[O:11])=[CH:6][CH:5]=1)([O-:3])=[O:2].CN(C)C1C=CC=CC=1.CO>C(Cl)Cl>[N+:1]([C:4]1[CH:5]=[CH:6][C:7]([CH2:8][O:9][C:10]([C@@H:12]2[N:16]3[C:17](=[O:30])[C@@H:18]([NH2:19])[C@H:15]3[S:14][C@:13]2([CH2:32][O:33][C:34](=[O:39])[NH2:35])[CH3:31])=[O:11])=[CH:40][CH:41]=1)([O-:3])=[O:2]. Conditions: time 30 minute. The reactants are [N+](=O)([O-])C1=CC=C(COC(=O)[C@H]2[C@](S[C@H]3N2C([C@H]3NC(COC3=CC=CC=C3)=O)=O)(C)COC(NC(C)=O)=O)C=C1 ((2R,3S,5R,6R) 2-(N-acetyl)carbamoyloxymethyl-2-methyl-6-phenoxyacetamidopenam-3-carboxylic acid p-nitrobenzyl ester), CN(C1=CC=CC=C1)C (dimethylaniline), pentachloride, CO (methanol). The product is [N+](=O)([O-])C1=CC=C(COC(=O)[C@H]2[C@](S[C@H]3N2C([C@H]3N)=O)(C)COC(N)=O)C=C1 ((2R,3S,5R,6R) 6-Amino-2-carbamoyloxymethyl-2-methylpenam-3-carboxylic Acid p-Nitrobenzyl Ester). The reactants are C(C)(=O)C1=C(C(=C(OCCCCCC2=NN=NN2)C=C1)CCC)O (5-[5-(4-acetyl-3-hydroxy-2-propylphenoxy)pentyl]-tetrazole), Cl (hydrochloric acid), C([O-])([O-])=O.[K+].[K+] (potassium carbonate), CI (methyl iodide). Solvent: C(C)C(=O)C (methyl ethyl ketone). The product is CN1N=NN=C1CCCCCOC1=C(C(=C(C=C1)C(C)=O)O)CCC (1-Methyl-5-(1H)-[5-(4-acetyl-3-hydroxy-2-propylphenoxy)pentyl]-tetrazole). Reaction SMILES: [C:1]([C:4]1[CH:20]=[CH:19][C:7]([O:8][CH2:9][CH2:10][CH2:11][CH2:12][CH2:13][C:14]2[NH:18][N:17]=[N:16][N:15]=2)=[C:6]([CH2:21][CH2:22][CH3:23])[C:5]=1[OH:24])(=[O:3])[CH3:2].[C:25](=O)([O-])[O-].[K+].[K+].CI.Cl>C(C(C)=O)C>[CH3:25][N:18]1[C:14]([CH2:13][CH2:12][CH2:11][CH2:10][CH2:9][O:8][C:7]2[CH:19]=[CH:20][C:4]([C:1](=[O:3])[CH3:2])=[C:5]([OH:24])[C:6]=2[CH2:21][CH2:22][CH3:23])=[N:15][N:16]=[N:17]1 |f:1.2.3|. Procedure details: A solution of 5 g. of 5-[5-(4-acetyl-3-hydroxy-2-propylphenoxy)pentyl]-tetrazole, 3 g. of potassium carbonate, and 2.4 g. of methyl iodide in 250 ml. of methyl ethyl ketone was allowed to reflux overnight. The reaction mixture was treated with dilute hydrochloric acid and the layers were separated. The organic layer was dried over sodium sulfate and evaporated to dryness. The residue was purified by chromatography over silica gel (2% ethanol in methylene chloride). The appropriate fractions were... Reactants: steel, FC(C=C)(C(C(C(F)(F)F)(F)F)(F)F)F (3,3,4,4,5,5,6,6,6-nonafluorohexene), Cl[SiH](Cl)Cl (trichlorosilane), Pt(0) divinyltetramethyldisiloxane, FC(C=C)(C(C(C(F)(F)F)(F)F)(F)F)F (3,3,4,4,5,5,6,6,6-nonafluorohexene). Run in C=1(C(=CC=CC1)C)C (xylene). Run at temperature 140 celsius, time 8 minute. The product is FC(CC[Si](Cl)(Cl)Cl)(C(C(C(F)(F)F)(F)F)(F)F)F (3,3,4,4,5,5,6,6,6-nonafluorohexyltrichlorosilane). The yield is 92.0%. Reaction SMILES: [F:1][C:2]([F:15])([C:5]([F:14])([F:13])[C:6]([F:12])([F:11])[C:7]([F:10])([F:9])[F:8])[CH:3]=[CH2:4].[Cl:16][SiH:17]([Cl:19])[Cl:18]>C1(C)C(C)=CC=CC=1>[F:1][C:2]([F:15])([C:5]([F:13])([F:14])[C:6]([F:11])([F:12])[C:7]([F:9])([F:8])[F:10])[CH2:3][CH2:4][Si:17]([Cl:19])([Cl:18])[Cl:16]. Reported procedure: 123 g (0.5 mol) of 3,3,4,4,5,5,6,6,6-nonafluorohexene and 76 g (0.5 mol) of trichlorosilane together with 0.34 g of CPC 072 (Pt(0)-divinyltetramethyldisiloxane in xylene; concentration Pt:3,3,4,4,5,5,6,6,6-nonafluorohexene=1:20,000) are charged to a 250 ml laboratory steel autoclave. The autoclave is closed and heated to 140° C. in an oil bath over 70 minutes. The exothermic reaction begins after about 8 minutes, the reaction mixture rising to 165° C. It is subsequently cooled, the reactor is em... Starting materials: OC(=O)C(F)(F)F.N1CC(C1)NC(CNC1=NOC2=C1C=C(C=C2)C(F)(F)F)=O (N-Azetidin-3-yl-2-(5-trifluoromethyl-benzo[d]isoxazol-3-ylamino)-acetamide TFA salt), C(C)C1CCC(CC1)=O (4-ethyl-cyclohexanone). Product: C(C)C1CCC(CC1)N1CC(C1)NC(CNC1=NOC2=C1C=C(C=C2)C(F)(F)F)=O (N-[1-(4-Ethyl-cyclohexyl)-azetidin-3-yl]-2-(5-trifluoromethyl-benzo[d]isoxazol-3-ylamino)-acetamide). RXN SMILES: OC(C(F)(F)F)=O.[NH:8]1[CH2:11][CH:10]([NH:12][C:13](=[O:29])[CH2:14][NH:15][C:16]2[C:20]3[CH:21]=[C:22]([C:25]([F:28])([F:27])[F:26])[CH:23]=[CH:24][C:19]=3[O:18][N:17]=2)[CH2:9]1.[CH2:30]([CH:32]1[CH2:37][CH2:36][C:35](=O)[CH2:34][CH2:33]1)[CH3:31]>>[CH2:30]([CH:32]1[CH2:37][CH2:36][CH:35]([N:8]2[CH2:11][CH:10]([NH:12][C:13](=[O:29])[CH2:14][NH:15][C:16]3[C:20]4[CH:21]=[C:22]([C:25]([F:27])([F:26])[F:28])[CH:23]=[CH:24][C:19]=4[O:18][N:17]=3)[CH2:9]2)[CH2:34][CH2:33]1)[CH3:31] |f:0.1|. Reported procedure: The title compound was prepared as a white solid from reaction of (N-Azetidin-3-yl-2-(5-trifluoromethyl-benzo[d]isoxazol-3-ylamino)-acetamide TFA salt (as prepared in Example 1, Step D) and 4-ethyl-cyclohexanone using the procedure described in Step E of Example 1. Reactants: CN(CCOC1=CC2=C(C=C1)C1(C(N(C3=CC=CC=C13)C(C1=CC=CC=C1)C1=CC=CC=C1)=O)CO2)C (6-[2-(dimethylamino)ethoxy]-1′-(diphenylmethyl)spiro[1-benzofuran-3,3′-indol]-2′(1′H)-one), C(C)[SiH](CC)CC (triethylsilane). The solvent is FC(C(=O)O)(F)F (trifluoroacetic acid). The product is CN(CCOC1=CC2=C(C=C1)C1(C(NC3=CC=CC=C13)=O)CO2)C (6-[2-(dimethylamino)ethoxy]spiro[1-benzofuran-3,3′-indol]-2′(1′H)-one). Yield: 106.9%. Reaction SMILES: [CH3:1][N:2]([CH3:37])[CH2:3][CH2:4][O:5][C:6]1[CH:11]=[CH:10][C:9]2[C:12]3([CH2:35][O:36][C:8]=2[CH:7]=1)[C:20]1[C:15](=[CH:16][CH:17]=[CH:18][CH:19]=1)[N:14](C(C1C=CC=CC=1)C1C=CC=CC=1)[C:13]3=[O:34].C([SiH](CC)CC)C>FC(F)(F)C(O)=O>[CH3:1][N:2]([CH3:37])[CH2:3][CH2:4][O:5][C:6]1[CH:11]=[CH:10][C:9]2[C:12]3([CH2:35][O:36][C:8]=2[CH:7]=1)[C:20]1[C:15](=[CH:16][CH:17]=[CH:18][CH:19]=1)[NH:14][C:13]3=[O:34]. Procedure details: A mixture of 6-[2-(dimethylamino)ethoxy]-1′-(diphenylmethyl)spiro[1-benzofuran-3,3′-indol]-2′(1′H)-one (0.75 g, 1.5 mmol), triethylsilane (1.3 mL, 8.2 mmol) and trifluoroacetic acid (10 mL) was refluxed for 3 h. The mixture was concentrated under vacuum, and the residue was treated with diethyl ether/hexanes to afford 6-[2-(dimethylamino)ethoxy]spiro[1-benzofuran-3,3′-indol]-2′(1′H)-one (0.52 g, 99%) as a colorless solid: mp 95-97° C.; 1H NMR (300 MHz, DMSO-d6) δ 10.58 (s, 1H), 7.21 (td, J=7.6, ... The reactants are ClC=1N=C(C2=C(N1)C=C(S2)CN2CCN(CC2)C)N2CCOCC2 (2-Chloro-6-(4-methyl-piperazin-1-ylmethyl)-4-morpholin-4-yl-thieno[3,2-d]pyrimidine), ClC1=C(C=C(C=C1)B1OC(C(O1)(C)C)(C)C)OCC1=CC=C(C=C1)OC (2-[4-chloro-3-(4-methoxy-benzyloxy)-phenyl]-4,4,5,5-tetramethyl-[1,3,2]dioxaborolane). Product: ClC1=C(C=C(C=C1)C=1N=C(C2=C(N1)C=C(S2)CN2CCN(CC2)C)N2CCOCC2)OCC2=CC=C(C=C2)OC (2-[4-chloro-3-(4-methoxy-benzyloxy)-phenyl]-6-(4-methyl-piperazin-1-ylmethyl)-4-morpholin-4-yl-thieno[3,2-d]pyrimidine). RXN SMILES: Cl[C:2]1[N:3]=[C:4]([N:19]2[CH2:24][CH2:23][O:22][CH2:21][CH2:20]2)[C:5]2[S:10][C:9]([CH2:11][N:12]3[CH2:17][CH2:16][N:15]([CH3:18])[CH2:14][CH2:13]3)=[CH:8][C:6]=2[N:7]=1.[Cl:25][C:26]1[CH:31]=[CH:30][C:29](B2OC(C)(C)C(C)(C)O2)=[CH:28][C:27]=1[O:41][CH2:42][C:43]1[CH:48]=[CH:47][C:46]([O:49][CH3:50])=[CH:45][CH:44]=1>>[Cl:25][C:26]1[CH:31]=[CH:30][C:29]([C:2]2[N:3]=[C:4]([N:19]3[CH2:20][CH2:21][O:22][CH2:23][CH2:24]3)[C:5]3[S:10][C:9]([CH2:11][N:12]4[CH2:17][CH2:16][N:15]([CH3:18])[CH2:14][CH2:13]4)=[CH:8][C:6]=3[N:7]=2)=[CH:28][C:27]=1[O:41][CH2:42][C:43]1[CH:44]=[CH:45][C:46]([O:49][CH3:50])=[CH:47][CH:48]=1. Procedure details: 2-Chloro-6-(4-methyl-piperazin-1-ylmethyl)-4-morpholin-4-yl-thieno[3,2-d]pyrimidine was reacted with 2-[4-chloro-3-(4-methoxy-benzyloxy)-phenyl]-4,4,5,5-tetramethyl-[1,3,2]dioxaborolane in general procedure A. Purification on silica yielded 2-[4-chloro-3-(4-methoxy-benzyloxy)-phenyl]-6-(4-methyl-piperazin-1-ylmethyl)-4-morpholin-4-yl-thieno[3,2-d]pyrimidine. This was then reacted with trifluoroacetic acid in dichloromethane to yield the desired compound. The reactants are CCCCOc1c(CNC(=O)OC(C)(C)C)n(CC2CC2)c(=O)c2ccc(C(=O)OC)cc12, CO, Cl, [Na+], C1CCOC1, [OH-], O. Product: CCCCOc1c(CNC(=O)OC(C)(C)C)n(CC2CC2)c(=O)c2ccc(C(=O)O)cc12. As a reaction SMILES: [CH2:1]([CH2:2][CH2:3][CH3:4])[O:5][c:6]1[c:7]([CH2:25][NH:26][C:27](=[O:28])[O:29][C:30]([CH3:31])([CH3:32])[CH3:33])[n:8]([CH2:21][CH:22]2[CH2:23][CH2:24]2)[c:9](=[O:20])[c:10]2[cH:11][cH:12][c:13]([C:16](=[O:17])[O:18][CH3:19])[cH:14][c:15]12.[CH3:43][OH:44].[ClH:37].[Na+:35].[O:38]1[CH2:39][CH2:40][CH2:41][CH2:42]1.[OH-:34].[OH2:36]>>[CH2:1]([CH2:2][CH2:3][CH3:4])[O:5][c:6]1[c:7]([CH2:25][NH:26][C:27](=[O:28])[O:29][C:30]([CH3:31])([CH3:32])[CH3:33])[n:8]([CH2:21][CH:22]2[CH2:23][CH2:24]2)[c:9](=[O:20])[c:10]2[cH:11][cH:12][c:13]([C:16](=[O:17])[OH:18])[cH:14][c:15]12.